Task: describe an organic reaction: reactants, conditions, products, and yield. Dataset: the Open Reaction Database (ORD), a public repository of structured organic reaction records Yields the product CC(C)=CC(C=C(C)C)=O (Phorone). The reactants are O=C(C)C=C(C)C (Mesityl oxide), CC(C)CC(=O)C (MIBK). RXN SMILES: [O:1]=[C:2]([CH:4]=[C:5]([CH3:7])[CH3:6])[CH3:3].[CH3:8][CH:9](CC(C)=O)[CH3:10]>>[CH3:6][C:5](=[CH:4][C:2](=[O:1])[CH:3]=[C:9]([CH3:10])[CH3:8])[CH3:7]. Procedure details: Mesityl oxide isomer→MIBK→MIBC  (7) The reactants are [OH-].[K+] (potassium hydroxide), C(C)OC(=O)N1CCN(CC1)C1=NN(C2=CC=CC=C12)C1=CC=C(C=C1)F (4-[1-(4-fluorophenyl)-1H-indazol-3-yl]-1-piperazine carboxylic acid ethyl ester), COC(C)O (methoxyethanol). The solvent is O (water), O (water). Yields the product FC1=CC=C(C=C1)N1N=C(C2=CC=CC=C12)N1CCNCC1 (1-(4-fluorophenyl)-3-(1-piperazinyl)-1H-indazole). The yield is 74.6%. As a reaction SMILES: [OH-].[K+].C(OC([N:8]1[CH2:13][CH2:12][N:11]([C:14]2[C:22]3[C:17](=[CH:18][CH:19]=[CH:20][CH:21]=3)[N:16]([C:23]3[CH:28]=[CH:27][C:26]([F:29])=[CH:25][CH:24]=3)[N:15]=2)[CH2:10][CH2:9]1)=O)C.COC(O)C>O>[F:29][C:26]1[CH:25]=[CH:24][C:23]([N:16]2[C:17]3[C:22](=[CH:21][CH:20]=[CH:19][CH:18]=3)[C:14]([N:11]3[CH2:10][CH2:9][NH:8][CH2:13][CH2:12]3)=[N:15]2)=[CH:28][CH:27]=1 |f:0.1|. Procedure details: A stirred solution of 9.2 g of potassium hydroxide in 90 ml of distilled water, 10.0 g of 4-[1-(4-fluorophenyl)-1H-indazol-3-yl]-1-piperazine carboxylic acid ethyl ester, and 180 ml of methoxyethanol was refluxed for 16 hours and then poured into water. The aqueous mixture was extracted with ethyl acetate. The extract was washed with water, dried over anhydrous magnesium sulfate and concentrated to give 6.0 g (75%) of 1-(4-fluorophenyl)-3-(1-piperazinyl)-1H-indazole. Recrystallization from isopr... Reactants: FC=1C=C(C=C(C1)F)CC(=O)N[C@@H](C)C(=O)O (N-(3,5-difluorophenylacetyl)-L-alanine), solid, Cl.NC(C(=O)OC)C1=CC=C(C=C1)OC (methyl 2-amino-2-(4-methoxyphenyl)acetate hydrochloride), Amino Acids. Solvent: C(Cl)(Cl)Cl.CO (CHCl3 MeOH). Product: FC=1C=C(C=C(C1)F)CC(=O)N[C@@H](C)C(=O)NC(C(=O)OC)C1=CC=C(C=C1)OC (Methyl N-[N-(3,5-Difluorophenylacetyl)-L-alaninyl]-2-amino-2-(4-methoxyphenyl)acetate). Reaction SMILES: [F:1][C:2]1[CH:3]=[C:4]([CH2:9][C:10]([NH:12][C@H:13]([C:15]([OH:17])=O)[CH3:14])=[O:11])[CH:5]=[C:6]([F:8])[CH:7]=1.Cl.[NH2:19][CH:20]([C:25]1[CH:30]=[CH:29][C:28]([O:31][CH3:32])=[CH:27][CH:26]=1)[C:21]([O:23][CH3:24])=[O:22]>C(Cl)(Cl)Cl.CO>[F:8][C:6]1[CH:5]=[C:4]([CH2:9][C:10]([NH:12][C@H:13]([C:15]([NH:19][CH:20]([C:25]2[CH:26]=[CH:27][C:28]([O:31][CH3:32])=[CH:29][CH:30]=2)[C:21]([O:23][CH3:24])=[O:22])=[O:17])[CH3:14])=[O:11])[CH:3]=[C:2]([F:1])[CH:7]=1 |f:1.2,3.4|. Reported procedure: Following General Procedure C and using N-(3,5-difluorophenylacetyl)-L-alanine (from Example B2 above) and methyl 2-amino-2-(4-methoxyphenyl)acetate hydrochloride (prepared by the Bucherer Modification of the Strecker procedure as described in J. P. Greenstein et al., “The Chemistry of Amino Acids”, Vol. 1, p. 698, Wiley, New York (1961)), the title compound was prepared as a solid (mp=170-174° C.). The reaction was monitored by tIc (Rf=0.1 in 98:2 CHCl3/MeOH) and the product was purified by sil... Reactants: OC1CCN(CC1)C(=O)N1CC(CC(C1)C1=CC=C(C=C1)OC(F)(F)F)C(=O)O (1-[(4-Hydroxypiperidin-1-yl)carbonyl]-5-[4-(trifluoromethoxy)phenyl]piperidine-3-carboxylic acid), ON=C(C)N (N′-hydroxyethanimidamide). The product is OC1CCN(CC1)C(=O)N1CC(CC(C1)C1=CC=C(C=C1)OC(F)(F)F)C1=NC(=NO1)C ((4-Hydroxypiperidin-1-yl){3-(3-methyl-1,2,4-oxadiazol-5-yl)-5-[4-(trifluoromethoxy)phenyl]-piperidin-1-yl}methanone). As a reaction SMILES: [OH:1][CH:2]1[CH2:7][CH2:6][N:5]([C:8]([N:10]2[CH2:15][CH:14]([C:16]3[CH:21]=[CH:20][C:19]([O:22][C:23]([F:26])([F:25])[F:24])=[CH:18][CH:17]=3)[CH2:13][CH:12]([C:27](O)=[O:28])[CH2:11]2)=[O:9])[CH2:4][CH2:3]1.O[N:31]=[C:32]([NH2:34])[CH3:33]>>[OH:1][CH:2]1[CH2:7][CH2:6][N:5]([C:8]([N:10]2[CH2:15][CH:14]([C:16]3[CH:21]=[CH:20][C:19]([O:22][C:23]([F:24])([F:26])[F:25])=[CH:18][CH:17]=3)[CH2:13][CH:12]([C:27]3[O:28][N:34]=[C:32]([CH3:33])[N:31]=3)[CH2:11]2)=[O:9])[CH2:4][CH2:3]1. Reported procedure: 200 mg (0.480 mmol) of the compound from Example 63A and 71 mg (0.961 mmol) of N′-hydroxyethanimidamide were reacted according to the General Method 2. Yield: 144 mg (62% of theory)